Dataset: the Open Reaction Database (ORD), a public repository of structured organic reaction records. Task: describe an organic reaction: reactants, conditions, products, and yield Starting materials: N([C@@H](CC1=CC=C(C=C1)O)C(=O)N[C@H](C)C(=O)NCC(=O)N[C@@H](CC1=CC=CC=C1)C(=O)OC)C(=O)OC(C)(C)C (Boc-Tyr-(D)-Ala-Gly-Phe-OCH3), O.NN (hydrazine hydrate). Run in CO (methanol). Run at time 1 day. Yields the product N([C@@H](CC1=CC=C(C=C1)O)C(=O)N[C@H](C)C(=O)NCC(=O)N[C@@H](CC1=CC=CC=C1)C(=O)NN)C(=O)OC(C)(C)C (Boc-Tyr-(D)-Ala-Gly-Phe-NHNH2). As a reaction SMILES: [NH:1]([C:35]([O:37][C:38]([CH3:41])([CH3:40])[CH3:39])=[O:36])[C@H:2]([C:11]([NH:13][C@@H:14]([C:16]([NH:18][CH2:19][C:20]([NH:22][C@H:23]([C:31](OC)=[O:32])[CH2:24][C:25]1[CH:30]=[CH:29][CH:28]=[CH:27][CH:26]=1)=[O:21])=[O:17])[CH3:15])=[O:12])[CH2:3][C:4]1[CH:9]=[CH:8][C:7]([OH:10])=[CH:6][CH:5]=1.O.[NH2:43][NH2:44]>CO>[NH:1]([C:35]([O:37][C:38]([CH3:41])([CH3:40])[CH3:39])=[O:36])[C@H:2]([C:11]([NH:13][C@@H:14]([C:16]([NH:18][CH2:19][C:20]([NH:22][C@H:23]([C:31]([NH:43][NH2:44])=[O:32])[CH2:24][C:25]1[CH:26]=[CH:27][CH:28]=[CH:29][CH:30]=1)=[O:21])=[O:17])[CH3:15])=[O:12])[CH2:3][C:4]1[CH:9]=[CH:8][C:7]([OH:10])=[CH:6][CH:5]=1 |f:1.2|. Procedure details: 43 g of Boc-Tyr-(D)-Ala-Gly-Phe-OCH3 are dissolved in 300 ml of methanol and 35 ml of hydrazine hydrate are added. After one day at room temperature, the mixture is evaporated and the residue is triturated with water which has been acidified to pH 3 with HCl. The precipitated product is filtered and dried to yield the title compound. M.P. 195° (decomp.). [α]D20 =-20.9 (C=1 in DMF). As a reaction SMILES: [CH3:1][O:2][C:3]1[CH:13]=[CH:12][C:6]2[CH2:7][CH2:8][NH:9][CH2:10][CH2:11][C:5]=2[CH:4]=1.Cl[CH:15]1[CH2:20][N:19]([CH:21]2[CH2:24][CH2:23][CH2:22]2)[CH2:18][CH2:17][NH:16]1.[C:25](N)(=[O:27])[CH3:26].C([O-])([O-])=O.[K+].[K+].[Na+].[I-]>C(#N)C.O>[CH:21]1([N:19]2[CH2:18][CH2:17][N:16]([C:25](=[O:27])[CH2:26][N:9]3[CH2:10][CH2:11][C:5]4[CH:4]=[C:3]([O:2][CH3:1])[CH:13]=[CH:12][C:6]=4[CH2:7][CH2:8]3)[CH2:15][CH2:20]2)[CH2:24][CH2:23][CH2:22]1 |f:1.2,3.4.5,6.7|. Product: C1(CCC1)N1CCN(CC1)C(CN1CCC2=C(CC1)C=C(C=C2)OC)=O (1-(4-cyclobutyl-piperazin-1-yl)-2-(7-methoxy-1,2,4,5-tetrahydro-benzo [d]azepin-3-yl)-ethanone). Reactants: COC1=CC2=C(CCNCC2)C=C1 (7-methoxy-2,3,4,5-tetrahydro-1H-benzo[d]azepine), ClC1NCCN(C1)C1CCC1.C(C)(=O)N (2-chloro-(4-cyclobutyl-piperazine) acetamide), C(=O)([O-])[O-].[K+].[K+] (K2CO3), [Na+].[I-] (NaI). The solvent is O (Water), C(C)#N (acetonitrile). Conditions: time 8 hour. Reported procedure: To a stirred solution of 7-methoxy-2,3,4,5-tetrahydro-1H-benzo[d]azepine (177 mg, 1.0 mmol) in acetonitrile (5.0 ml) is added 2-chloro-(4-cyclobutyl-piperazine)-acetamide (216 mg, 1.0 mmol, 1.0 eq.), K2CO3 (376 mg, 2.0 mmol, 2.0 eq.) and NaI (30 mg). The resulting mixture is stirred at rt overnight. Water (10.0 ml) is added to quench the reaction, and the acetonitrile is evaporated. The residue is extracted with DCM (10 ml×3). The combined extracts are dried over sodium sulfate, and the solvent ... The reactants are C(C1=CC=CC=C1)NC(=O)NC=1SC=C(N1)CN1C(C2=CC=CC=C2C1=O)=O (N-Benzyl-N′-{4-[(1,3-dioxo-1,3-dihydro-2H-isoindol-2-yl)methyl]-1,3-thiazol-2-yl}urea), O.NN (hydrazine hydrate). Procedure: N-Benzyl-N′-{4-[(1,3-dioxo-1,3-dihydro-2H-isoindol-2-yl)methyl]-1,3-thiazol-2-yl}urea 20c (3 g; 7.64 mmol) was suspended in 50 ml of CH3OH and then, after addition of 2 g of hydrazine hydrate, stirred at RT for 2 h. The resulting solid was filtered off, and the resulting mother liquor was evaporated and triturated with 0.5 N HCl. Renewed filtration and concentration of the mother liquor led to enrichment of the required product, and this purification step was therefore repeated 3×. 0.78 g; ESI-M... Product: NCC=1N=C(SC1)NC(=O)NCC1=CC=CC=C1 (N-[4-(Aminomethyl)-1,3-thiazol-2-yl]-N′-benzylurea). Solvent: CO (CH3OH). Run at time 2 hour. As a reaction SMILES: [CH2:1]([NH:8][C:9]([NH:11][C:12]1[S:13][CH:14]=[C:15]([CH2:17][N:18]2C(=O)C3C(=CC=CC=3)C2=O)[N:16]=1)=[O:10])[C:2]1[CH:7]=[CH:6][CH:5]=[CH:4][CH:3]=1.O.NN>CO>[NH2:18][CH2:17][C:15]1[N:16]=[C:12]([NH:11][C:9]([NH:8][CH2:1][C:2]2[CH:7]=[CH:6][CH:5]=[CH:4][CH:3]=2)=[O:10])[S:13][CH:14]=1 |f:1.2|. Reactants: [F-].C(CCC)[N+](CCCC)(CCCC)CCCC (Tetrabutylammonium fluoride), NC1=CC=C(C(=C1C(=O)OC)O)C1=C(OC=C1)CCO[Si](C)(C)C(C)(C)C (methyl 6-amino-3-{2-[2-(tert-butyldimethylsilanyloxy)-ethyl]-furan-3-yl}-2-hydroxybenzoate), NC1=CC=C(C(=C1C(=O)OC)O)C1=C(OC=C1)CCO[Si](C)(C)C(C)(C)C (methyl 6-amino-3-{2-[2-(tert-butyldimethylsilanyloxy)-ethyl]-furan-3-yl}-2-hydroxybenzoate). Run in C1CCOC1 (THF). Run at time 1 hour. Product: NC1=CC=C(C(=C1C(=O)OC)O)C1=C(OC=C1)CCO (methyl 6-amino-2-hydroxy-3-[2-(2-hydroxyethyl)-furan-3-yl]-benzoate). The yield is 92.7%. Reaction SMILES: [F-].C([N+](CCCC)(CCCC)CCCC)CCC.[NH2:19][C:20]1[C:25]([C:26]([O:28][CH3:29])=[O:27])=[C:24]([OH:30])[C:23]([C:31]2[CH:35]=[CH:34][O:33][C:32]=2[CH2:36][CH2:37][O:38][Si](C(C)(C)C)(C)C)=[CH:22][CH:21]=1>C1COCC1>[NH2:19][C:20]1[C:25]([C:26]([O:28][CH3:29])=[O:27])=[C:24]([OH:30])[C:23]([C:31]2[CH:35]=[CH:34][O:33][C:32]=2[CH2:36][CH2:37][OH:38])=[CH:22][CH:21]=1 |f:0.1|. Procedure details: Tetrabutylammonium fluoride (1M solution in THF, 25 mL) was added to a solution of methyl 6-amino-3-{2-[2-(tert-butyldimethylsilanyloxy)-ethyl]-furan-3-yl}-2-hydroxybenzoate (Intermediate 29, 1.34 g) in THF (75 mL) and the mixture was stirred for 1 hour. The mixture was evaporated to dryness and water and ethyl acetate were added. The organic layer was separated, dried (MgSO4) and filtered. The filtrate was evaporated to dryness and the residue was purified by chromatography on silica, eluting w... Yields the product CC(C)(C)OCC(N)C(=O)OC1CCCC1. Reaction SMILES: [CH3:27][CH2:28][OH:29].[CH:1]1([O:6][C:7]([CH:8]([CH2:9][O:10][C:11]([CH3:12])([CH3:13])[CH3:14])[NH:15][C:16]([O:17][CH2:18][c:19]2[cH:20][cH:21][cH:22][cH:23][cH:24]2)=[O:25])=[O:26])[CH2:2][CH2:3][CH2:4][CH2:5]1.[OH-:30].[OH-:32].[Pd+2:31]>>[CH:1]1([O:6][C:7]([CH:8]([CH2:9][O:10][C:11]([CH3:12])([CH3:13])[CH3:14])[NH2:15])=[O:26])[CH2:2][CH2:3][CH2:4][CH2:5]1. Reactants: CCO, CC(C)(C)OCC(NC(=O)OCc1ccccc1)C(=O)OC1CCCC1, [OH-], [OH-], [Pd+2].